This data is from the Open Reaction Database (ORD), a public repository of structured organic reaction records. The task is: describe an organic reaction: reactants, conditions, products, and yield Reactants: N1CC=CC1 (3-Pyrroline), ClC1=C(C=C2C(C(=CN(C2=N1)C1CC1)C(=O)O)=O)F (7-chloro-1-cyclopropyl-6-fluoro-4-oxo-1,4-dihydro-naphthyridine-3-carboxylic acid). The solvent is C(C)#N (acetonitrile). The product is C1(CC1)N1C=C(C(C2=CC(=C(N=C12)N1CC=CC1)F)=O)C(=O)O (1-Cyclopropyl-7-(2,5-dihydro-pyrrol-1-yl)-6-fluoro-4-oxo-1,4-dihydro-[1,8]naphthyridine-3-carboxylic acid). RXN SMILES: [NH:1]1[CH2:5][CH:4]=[CH:3][CH2:2]1.Cl[C:7]1[N:16]=[C:15]2[C:10]([C:11](=[O:23])[C:12]([C:20]([OH:22])=[O:21])=[CH:13][N:14]2[CH:17]2[CH2:19][CH2:18]2)=[CH:9][C:8]=1[F:24]>C(#N)C>[CH:17]1([N:14]2[C:15]3[C:10](=[CH:9][C:8]([F:24])=[C:7]([N:1]4[CH2:5][CH:4]=[CH:3][CH2:2]4)[N:16]=3)[C:11](=[O:23])[C:12]([C:20]([OH:22])=[O:21])=[CH:13]2)[CH2:18][CH2:19]1. Reported procedure: 3-Pyrroline (1.0 g; 14.5 mmol) and acid 51 (2.0 g; 7.1 mmol) in acetonitrile (50 mL) were heated at reflux temperature overnight. The volatiles were evaporated and water added to the residue. The resulting solid was filtered, washed with water and ether to yield 109 as a beige solid. Starting materials: CO, COC(=O)CN1CC2CCC(=O)N2C1=O, N. Product: NC(=O)CN1CC2CCC(=O)N2C1=O. As a reaction SMILES: [CH3:17][OH:18].[CH3:1][O:2][C:3]([CH2:4][N:5]1[C:6](=[O:14])[N:7]2[CH:8]([CH2:9]1)[CH2:10][CH2:11][C:12]2=[O:13])=[O:15].[NH3:16]>>[C:3]([CH2:4][N:5]1[C:6](=[O:14])[N:7]2[CH:8]([CH2:9]1)[CH2:10][CH2:11][C:12]2=[O:13])(=[O:15])[NH2:16]. The reactants are Cl (hydrochloric acid), [NH2-].[Na+] (sodium amide), C1(=CC=C(C=C1)C(=O)OC1=CC=CC=C1)C (phenyl p-toluate), C1(CCC2=CC=CC=C12)=O (indan-1-one), N (Ammonia). Run in CCOCC (ether), CCOCC (ether). Conditions: time 1 hour. The product is C1(=CC=C(C=C1)C(=O)C1C(C2=CC=CC=C2C1)=O)C (2-p-Toluoylindan-1-one). RXN SMILES: [NH2-].[Na+].[C:3]1(=[O:12])[C:11]2[C:6](=[CH:7][CH:8]=[CH:9][CH:10]=2)[CH2:5][CH2:4]1.N.[C:14]1([CH3:29])[CH:19]=[CH:18][C:17]([C:20](OC2C=CC=CC=2)=[O:21])=[CH:16][CH:15]=1.Cl>CCOCC>[C:14]1([CH3:29])[CH:19]=[CH:18][C:17]([C:20]([CH:4]2[CH2:5][C:6]3[C:11](=[CH:10][CH:9]=[CH:8][CH:7]=3)[C:3]2=[O:12])=[O:21])=[CH:16][CH:15]=1 |f:0.1|. Reported procedure: To a suspension of 7.8 g. of sodium amide in 100 ml. anhydrous ether under an atmosphere of nitrogen is added 13.2 g. of indan-1-one. Ammonia is evolved and the mixture is stirred and heated under reflux until evolution ceases, after about 1 hour. A solution of 21.2 g. of phenyl p-toluate in 250 ml. of ether is then added dropwise over a period of 15 min. and the resulting mixture is heated under reflux for 11/2 hr. It is then cooled and poured onto 500 g. of ice, and then made slightly acidic b... Starting materials: CCCCCCCC1CC(C(=O)OC)C(=O)O1, OCCOc1ccccc1. The product is CCCCCCCC1CC(C(=O)OCCOc2ccccc2)C(=O)O1. Reaction SMILES: [CH3:1][O:2][C:3](=[O:4])[CH:5]1[C:6](=[O:17])[O:7][CH:8]([CH2:10][CH2:11][CH2:12][CH2:13][CH2:14][CH2:15][CH3:16])[CH2:9]1.[O:18]([c:19]1[cH:20][cH:21][cH:22][cH:23][cH:24]1)[CH2:25][CH2:26][OH:27]>>[CH2:1]([O:2][C:3](=[O:4])[CH:5]1[C:6](=[O:17])[O:7][CH:8]([CH2:10][CH2:11][CH2:12][CH2:13][CH2:14][CH2:15][CH3:16])[CH2:9]1)[CH2:25][O:18][c:19]1[cH:20][cH:21][cH:22][cH:23][cH:24]1. Starting materials: NN1C(=NC2=CC=CC=C2C1=O)NN (3-amino-2-hydrazinoquinazolin-4(3H)-one). The solvent is NCCCCO (4-aminobutanol). Reaction conditions: time 8 hour. Yields the product NN1C(=NC2=CC=CC=C2C1=O)NCCCCO (3-amino-2-(4-hydroxybutylamino)-quinazolin-4(3H)-one). Isolated yield 116.0%. RXN SMILES: [NH2:1][N:2]1[C:11](=[O:12])[C:10]2[C:5](=[CH:6][CH:7]=[CH:8][CH:9]=2)[N:4]=[C:3]1[NH:13]N>NCCCCO>[NH2:1][N:2]1[C:11](=[O:12])[C:10]2[C:5](=[CH:6][CH:7]=[CH:8][CH:9]=2)[N:4]=[C:3]1[NH:13][CH2:8][CH2:9][CH2:10][CH2:11][OH:12]. Procedure details: 16 g of 3-amino-2-hydrazinoquinazolin-4(3H)-one were stirred in 48 ml of 4-aminobutanol at 160° C. for 3 days and the majority of the 4-aminobutanol was then distilled off under vacuum. The residue was diluted with water and the mixture was seeded and stored at 0° C. overnight to crystallize the product. The mixture was filtered and the recovered product was washed and dried to obtain 12.05 g of 3-amino-2-(4-hydroxybutylamino)-quinazolin-4(3H)-one. Starting materials: ClCCl, OCCCC1COc2ccc(F)cc21, CN(C)C=O, O, O=S(Cl)Cl. Yields the product Fc1ccc2c(c1)C(CCCCl)CO2. RXN SMILES: [Cl:25][CH2:26][Cl:27].[F:1][c:2]1[cH:3][cH:4][c:5]2[c:6]([cH:14]1)[CH:7]([CH2:10][CH2:11][CH2:12][OH:13])[CH2:8][O:9]2.[O:15]=[CH:16][N:17]([CH3:18])[CH3:19].[OH2:24].[S:20]([Cl:21])([Cl:22])=[O:23]>>[F:1][c:2]1[cH:3][cH:4][c:5]2[c:6]([cH:14]1)[CH:7]([CH2:10][CH2:11][CH2:12][Cl:22])[CH2:8][O:9]2. Reactants: BrC=1C=C2C=3N(C(C(NC3C1)=O)=O)C(CC2)CC(=O)O (9-bromo-5-carboxymethyl-6,7-dihydro-1H, 5H-pyrido[1,2,3-de]quinoxaline-2,3-dione), C(N)(=O)C1=C(N)C=CC=C1 (o-carbamoylaniline). Yields the product BrC=1C=C2C=3N(C(C(NC3C1)=O)=O)C(CC2)CC(NC2=C(C=CC=C2)C(N)=O)=O (9-Bromo-5-(o-carbamoylphenylcarbamoylmethyl)-6,7-dihydro-1H, 5H-pyrido[1,2,3-de]quinoxaline-2,3-dione). The yield is 78.7%. RXN SMILES: [Br:1][C:2]1[CH:3]=[C:4]2[CH2:16][CH2:15][CH:14]([CH2:17][C:18](O)=[O:19])[N:6]3[C:7](=[O:13])[C:8](=[O:12])[NH:9][C:10]([CH:11]=1)=[C:5]23.[C:21]([C:24]1[CH:30]=[CH:29][CH:28]=[CH:27][C:25]=1[NH2:26])(=[O:23])[NH2:22]>>[Br:1][C:2]1[CH:3]=[C:4]2[CH2:16][CH2:15][CH:14]([CH2:17][C:18](=[O:19])[NH:26][C:25]3[CH:27]=[CH:28][CH:29]=[CH:30][C:24]=3[C:21](=[O:23])[NH2:22])[N:6]3[C:7](=[O:13])[C:8](=[O:12])[NH:9][C:10]([CH:11]=1)=[C:5]23. Procedure details: A procedure similar to that described in Example 52 was carried out with 9-bromo-5-carboxymethyl-6,7-dihydro-1H, 5H-pyrido[1,2,3-de]quinoxaline-2,3-dione (170 mg, 0.5 mmol) and o-carbamoylaniline (75 mg, 0.55 mmol) to give 180 mg of the title compound (79%): mp 186° C. (dec); 1H NMR (270 MHz, DMSO-d6) δ12.04 (bs, 1H), 11.64 (s, 1H), 8.38 (d, 1H, J=8.1 Hz), 7.77 (d, 2H, J=8.1 Hz), 7.50 (t, 1H, J=8.1 Hz), 7.21 (s, 1H), 7.14 (s, 1H), 7.12 (t, 1H, J=8.1 Hz), 5.15~5.24 (m, 1H), 3.04 (ddd, 1H, J=17.1,... Reactants: P(=O)(Cl)(Cl)Cl (Phosphorus oxychloride), C(=O)N[C@H]1[C@@H]2N(C(=C(CS2)CSC=2SC(=NN2)C)C(=O)OC(C2=CC=CC=C2)C2=CC=CC=C2)C1=O (diphenylmethyl 7β-formamido-3-(5-methyl-1,3,4-thiadiazol-2-yl)thiomethylceph-3-em-4-carboxylate). Solvent: CO (methanol). Product: Cl.N[C@H]1[C@@H]2N(C(=C(CS2)CSC=2SC(=NN2)C)C(=O)OC(C2=CC=CC=C2)C2=CC=CC=C2)C1=O (Diphenylmethyl 7β-amino-3-(5-methyl-1,3,4-thiadiazol-2-yl)thiomethylceph-3-em-4-carboxylate hydrochloride). RXN SMILES: P(Cl)(Cl)([Cl:3])=O.C([NH:8][C@@H:9]1[C:40](=[O:41])[N:11]2[C:12]([C:24]([O:26][CH:27]([C:34]3[CH:39]=[CH:38][CH:37]=[CH:36][CH:35]=3)[C:28]3[CH:33]=[CH:32][CH:31]=[CH:30][CH:29]=3)=[O:25])=[C:13]([CH2:16][S:17][C:18]3[S:19][C:20]([CH3:23])=[N:21][N:22]=3)[CH2:14][S:15][C@H:10]12)=O>CO>[ClH:3].[NH2:8][C@@H:9]1[C:40](=[O:41])[N:11]2[C:12]([C:24]([O:26][CH:27]([C:34]3[CH:39]=[CH:38][CH:37]=[CH:36][CH:35]=3)[C:28]3[CH:33]=[CH:32][CH:31]=[CH:30][CH:29]=3)=[O:25])=[C:13]([CH2:16][S:17][C:18]3[S:19][C:20]([CH3:23])=[N:21][N:22]=3)[CH2:14][S:15][C@H:10]12 |f:3.4|. Procedure details: Phosphorus oxychloride (1.8 ml.) was added dropwise during 2 minutes to a stirred and cooled (0°) suspension of diphenylmethyl 7β-formamido-3-(5-methyl-1,3,4-thiadiazol-2-yl)thiomethylceph-3-em-4-carboxylate (4.1 g) in dry methanol. After 30 minutes the yellow solution was concentrated under reduced pressure. Ethyl acetate was added to the residue and the resulting solid was collected and washed with ether to give the title hydrochloride λmax. (EtOH) 266 nm (ε11,300), νmax. (Nujol) include 2590 ... Reactants: C(C)(C)N (isopropylamine), CN(C)C=O (DMF), C(C(=O)Cl)(=O)Cl (oxalyl chloride), FC1=C(C(=O)O)C=CC(=C1)[N+](=O)[O-] (2-Fluoro-4-nitrobenzoic acid). Solvent: ClCCl (dichloromethane), ClCCl (Dichloromethane). Conditions: temperature 2.5 celsius. Product: FC1=C(C(=O)NC(C)C)C=CC(=C1)[N+](=O)[O-] (2-fluoro-N-isopropyl-4-nitro-benzamide). The yield is 82940.7%. As a reaction SMILES: [F:1][C:2]1[CH:10]=[C:9]([N+:11]([O-:13])=[O:12])[CH:8]=[CH:7][C:3]=1[C:4]([OH:6])=O.CN(C=O)C.C(Cl)(=O)C(Cl)=O.[CH:25]([NH2:28])([CH3:27])[CH3:26]>ClCCl>[F:1][C:2]1[CH:10]=[C:9]([N+:11]([O-:13])=[O:12])[CH:8]=[CH:7][C:3]=1[C:4]([NH:28][CH:25]([CH3:27])[CH3:26])=[O:6]. Procedure details: 2-Fluoro-4-nitrobenzoic acid (1.002 g, 5.41 mmol) was dissolved in dichloromethane and cooled in an ice bath. DMF (0.1 mL) and oxalyl chloride (0.71 mL, 8.4 mmol) were added, and the reaction mixture was stirred at ice bath temperature (0-5° C.) for two houres. Dichloromethane (25 mL) was added, followed by isopropylamine (1.85 mL, 21.7 mmol). The ice bath was removed and the reaction mixture was stirred for 2.5 hours. The reaction mixture was washed with 25 mL of 10% aqueous NaOH solution, and ... Reactants: C(C)(C)(C)N=C=O (t-butyl isocyanate), ClC1=CC=C(C=C1)C=1N=CN(C1C1=CC=C(C=C1)Cl)COCC[Si](C)(C)C (4,5-di-(4-chlorophenyl)-1-(2-(trimethylsilyl)ethoxymethyl)imidazole). The product is C(C)(C)(C)NC(=O)C=1NC(=C(N1)C1=CC=C(C=C1)Cl)C1=CC=C(C=C1)Cl (N-t-Butyl -4,5-di-(4-chlorophenyl)imidazole-2-carboxamide). Reaction SMILES: [C:1]([N:5]=[C:6]=[O:7])([CH3:4])([CH3:3])[CH3:2].[Cl:8][C:9]1[CH:14]=[CH:13][C:12]([C:15]2[N:16]=[CH:17][N:18](COCC[Si](C)(C)C)[C:19]=2[C:20]2[CH:25]=[CH:24][C:23]([Cl:26])=[CH:22][CH:21]=2)=[CH:11][CH:10]=1>>[C:1]([NH:5][C:6]([C:17]1[NH:18][C:19]([C:20]2[CH:25]=[CH:24][C:23]([Cl:26])=[CH:22][CH:21]=2)=[C:15]([C:12]2[CH:11]=[CH:10][C:9]([Cl:8])=[CH:14][CH:13]=2)[N:16]=1)=[O:7])([CH3:4])([CH3:3])[CH3:2]. Reported procedure: Using essentially the same procedure as Example 25, Step B–C, but using t-butyl isocyanate (0.016 mL, 0.14 mmol) in Step B, 4,5-di-(4-chlorophenyl)-1-(2-(trimethylsilyl)ethoxymethyl)imidazole (23 mg, 0.055 mmol) from Example 25, Step A was converted to the SEM intermediate and then to the title compound with TBAF. HPLC/MS: 388 (M+1), 390 (M+3); Rt=2.45 min.